This data is from the Open Reaction Database (ORD), a public repository of structured organic reaction records. The task is: describe an organic reaction: reactants, conditions, products, and yield Starting materials: C1CCOC1, CN1CCC(c2c3n(c4ccc(O)cc24)CCC3)CC1, [Na+], [OH-], O=S(=O)(Cl)c1ccccc1. Yields the product CN1CCC(c2c3n(c4ccc(OS(=O)(=O)c5ccccc5)cc24)CCC3)CC1, Cl. As a reaction SMILES: [CH2:33]1[O:34][CH2:35][CH2:36][CH2:37]1.[CH3:1][N:2]1[CH2:3][CH2:4][CH:5]([c:8]2[c:9]3[n:10]([c:11]4[cH:12][cH:13][c:14]([OH:17])[cH:15][c:16]24)[CH2:18][CH2:19][CH2:20]3)[CH2:6][CH2:7]1.[Na+:22].[OH-:21].[c:23]1([S:29](=[O:30])(=[O:31])[Cl:32])[cH:24][cH:25][cH:26][cH:27][cH:28]1>>[CH3:1][N:2]1[CH2:3][CH2:4][CH:5]([c:8]2[c:9]3[n:10]([c:11]4[cH:12][cH:13][c:14]([O:17][S:29]([c:23]5[cH:24][cH:25][cH:26][cH:27][cH:28]5)(=[O:30])=[O:31])[cH:15][c:16]24)[CH2:18][CH2:19][CH2:20]3)[CH2:6][CH2:7]1.[ClH:32]. Starting materials: C1(=CC=CC=C1)C=CC(C)=O (4-phenyl-3-butene-2-one), C=O (paraformaldehyde), Cl (HCl), CNC (dimethylamine). Product: CN(CCC(C=CC1=CC=CC=C1)=O)C (5-dimethylamino-1-phenyl-1-penten-3-one). Reaction SMILES: [C:1]1([CH:7]=[CH:8][C:9](=[O:11])[CH3:10])[CH:6]=[CH:5][CH:4]=[CH:3][CH:2]=1.[CH2:12]=O.Cl.[CH3:15][NH:16][CH3:17]>>[CH3:15][N:16]([CH3:12])[CH2:17][CH2:10][C:9](=[O:11])[CH:8]=[CH:7][C:1]1[CH:6]=[CH:5][CH:4]=[CH:3][CH:2]=1. Procedure details: Analogously to Examples 1 and 2, 4-phenyl-3-butene-2-one is reacted with paraformaldehyde, HCl and dimethylamine to produce 5-dimethylamino-1-phenyl-1-penten-3-one. 2.2 g of this amine and 16.1 g of methyl iodide are combined in 40 ml of diethyl ether and the mixture is stirred. After 10 minutes a white precipitate forms, and after 30 minutes, 50 ml of diethyl ether is added to maintain a stirrable slurry. The precipatate is filtered, washed with diethyl ether and dried in a dessicator to produc... Yields the product COC(=O)c1ccc(Oc2ccc(N=Cc3ccc(C(F)(F)F)cc3)cn2)c(F)c1. As a reaction SMILES: [CH3:32][OH:33].[F:20][C:21]([c:22]1[cH:23][cH:24][c:25]([CH:26]=[O:27])[cH:28][cH:29]1)([F:30])[F:31].[NH2:1][c:2]1[cH:3][cH:4][c:5]([O:8][c:9]2[c:10]([F:19])[cH:11][c:12]([C:13](=[O:14])[O:15][CH3:16])[cH:17][cH:18]2)[n:6][cH:7]1>>[N:1]([c:2]1[cH:3][cH:4][c:5]([O:8][c:9]2[c:10]([F:19])[cH:11][c:12]([C:13](=[O:14])[O:15][CH3:16])[cH:17][cH:18]2)[n:6][cH:7]1)=[CH:26][c:25]1[cH:24][cH:23][c:22]([C:21]([F:20])([F:30])[F:31])[cH:29][cH:28]1. Reactants: CO, O=Cc1ccc(C(F)(F)F)cc1, COC(=O)c1ccc(Oc2ccc(N)cn2)c(F)c1. Reaction SMILES: [CH:1]([CH3:2])([CH3:3])[n:4]1[n:5][c:6](-[c:16]2[cH:17][c:18]3[c:19]([n:20][cH:21]2)[nH:22][cH:23][cH:24]3)[c:7](-[c:9]2[cH:10][c:11]([NH2:15])[n:12][cH:13][cH:14]2)[cH:8]1.[Cl:25][N:26]1[C:27](=[O:28])[CH2:29][CH2:30][C:31]1=[O:32].[Cl:33][CH2:34][Cl:35]>>[CH:1]([CH3:2])([CH3:3])[n:4]1[n:5][c:6](-[c:16]2[cH:17][c:18]3[c:19]([n:20][cH:21]2)[nH:22][cH:23][c:24]3[Cl:25])[c:7](-[c:9]2[cH:10][c:11]([NH2:15])[n:12][cH:13][cH:14]2)[cH:8]1. Product: CC(C)n1cc(-c2ccnc(N)c2)c(-c2cnc3[nH]cc(Cl)c3c2)n1. Reactants: CC(C)n1cc(-c2ccnc(N)c2)c(-c2cnc3[nH]ccc3c2)n1, O=C1CCC(=O)N1Cl, ClCCl. The reactants are Cl (hydrochloric acid), FC=1C=C2C(C(NC2=CC1)=O)=O (5-Fluoro-1H-indole-2,3-dione), OCC(=O)C1=CC=CC=C1 (2-hydroxy-1-phenyl-ethanone), [OH-].[Na+] (Sodium hydroxide), O (water). The solvent is CO (methanol). Reaction conditions: time 8 hour. Product: FC=1C=C2C(=C(C(=NC2=CC1)C1=CC=CC=C1)O)C(=O)O (6-fluoro-3-hydroxy-2-phenyl-quinoline-4-carboxylic acid). The yield is 21.0%. As a reaction SMILES: [F:1][C:2]1[CH:3]=[C:4]2[C:8](=[CH:9][CH:10]=1)[NH:7][C:6](=[O:11])[C:5]2=O.O[CH2:14][C:15]([C:17]1[CH:22]=[CH:21][CH:20]=[CH:19][CH:18]=1)=O.[OH-:23].[Na+].Cl.[OH2:26]>CO>[F:1][C:2]1[CH:3]=[C:4]2[C:8](=[CH:9][CH:10]=1)[N:7]=[C:15]([C:17]1[CH:22]=[CH:21][CH:20]=[CH:19][CH:18]=1)[C:14]([OH:23])=[C:5]2[C:6]([OH:11])=[O:26] |f:2.3|. Reported procedure: 5-Fluoro-1H-indole-2,3-dione (1.19 g) and 2-hydroxy-1-phenyl-ethanone (2.25 g) were dissolved in methanol (70 ml) to prepare a solution. Sodium hydroxide (4.82 g) and water (30 ml) were added to the solution, and the mixture was stirred at room temperature overnight. Dilute hydrochloric acid was added to the reaction solution, and the precipitated crystal was washed with methanol and water to give 6-fluoro-3-hydroxy-2-phenyl-quinoline-4-carboxylic acid (427 mg, yield 21%).